The task is: describe an organic reaction: reactants, conditions, products, and yield. This data is from the Open Reaction Database (ORD), a public repository of structured organic reaction records. The reactants are ClC=1C=C(C=2C=CN(C2C1)C=1N(C(NC(C1C(C)C)=O)=O)CC)C#N (6-chloro-1-(3-ethyl-5-isopropyl-2,6-dioxo-1,2,3,6-tetrahydro-pyrimidin-4-yl)-1H-indole-4-carbonitrile), N1C=CC2=CC=CC=C12 (1H-indole). Product: C(C)N1C(NC(C(=C1N1C=CC2=CC=CC=C12)C(C)C)=O)=O (1-Ethyl-6-indol-1-yl-5-isopropyl-1H-pyrimidine-2,4-dione). As a reaction SMILES: Cl[C:2]1[CH:3]=[C:4](C#N)[C:5]2[CH:6]=[CH:7][N:8]([C:11]3[N:12]([CH2:22][CH3:23])[C:13](=[O:21])[NH:14][C:15](=[O:20])[C:16]=3[CH:17]([CH3:19])[CH3:18])[C:9]=2[CH:10]=1.N1C2C(=CC=CC=2)C=C1>>[CH2:22]([N:12]1[C:11]([N:8]2[C:9]3[C:5](=[CH:4][CH:3]=[CH:2][CH:10]=3)[CH:6]=[CH:7]2)=[C:16]([CH:17]([CH3:18])[CH3:19])[C:15](=[O:20])[NH:14][C:13]1=[O:21])[CH3:23]. Reported procedure: This compound was made by a procedure similar to that used to prepare 6-chloro-1-(3-ethyl-5-isopropyl-2,6-dioxo-1,2,3,6-tetrahydro-pyrimidin-4-yl)-1H-indole-4-carbonitrile (90), except that 1H-indole was used instead of 6-chloro-1H-indole-4-carbonitrile. LC-MS shows 298.2 (M+1). 1H NMR (300 MHz, CDCl3): δ 8.32 (br, 1H), 7.72 (d, 1H), 7.25 (m, 2H), 7.19 (m, 1H), 6.80 (m, 1H), 3.50 (m, 1H), 3.18 (m, 1H), 1.97 (m, 1H), 1.17 (dd, 6H), 1.03 (t, 3H). Starting materials: CC(C)(C)OC(=O)N1CCOC(c2ccc(NC(=O)c3ccn(-c4ccc(F)cc4)n3)c(C#N)c2)C1, CC#N, [Na+], [OH-], O, O=C(O)C(F)(F)F. Yields the product N#Cc1cc(C2CNCCO2)ccc1NC(=O)c1ccn(-c2ccc(F)cc2)n1. As a reaction SMILES: [C:8](#[N:9])[c:10]1[cH:11][c:12]([CH:31]2[O:32][CH2:33][CH2:34][N:35]([C:37]([O:38][C:39]([CH3:40])([CH3:41])[CH3:42])=[O:43])[CH2:36]2)[cH:13][cH:14][c:15]1[NH:16][C:17](=[O:18])[c:19]1[n:20][n:21](-[c:24]2[cH:25][cH:26][c:27]([F:30])[cH:28][cH:29]2)[cH:22][cH:23]1.[CH3:47][C:48]#[N:49].[Na+:45].[OH-:44].[OH2:46].[OH:1][C:2]([C:3]([F:4])([F:5])[F:6])=[O:7]>>[C:8](#[N:9])[c:10]1[cH:11][c:12]([CH:31]2[O:32][CH2:33][CH2:34][NH:35][CH2:36]2)[cH:13][cH:14][c:15]1[NH:16][C:17](=[O:18])[c:19]1[n:20][n:21](-[c:24]2[cH:25][cH:26][c:27]([F:30])[cH:28][cH:29]2)[cH:22][cH:23]1. Starting materials: ClC=1N=C(C2=C(N1)C=C(S2)CNC)N2CCOCC2 ((2-chloro-4-morpholin-4-yl-thieno[3,2-d]pyrimidin-6-ylmethyl)-methyl-amine), C(C)(C)(C)OC(=O)N1CCC(CC1)C=O (4-formyl-piperidine-1-carboxylic acid tert-butyl ester). Yields the product C(C)(C)(C)OC(=O)N1CCC(CC1)CN(C)CC1=CC=2N=C(N=C(C2S1)N1CCOCC1)Cl (4-{[(2-chloro-4-morpholin-4-yl-thieno[3,2-d]pyrimidin-6-ylmethyl)-methyl-amino]-methyl}-piperidine-1-carboxylic acid tert-butyl ester). As a reaction SMILES: [Cl:1][C:2]1[N:3]=[C:4]([N:14]2[CH2:19][CH2:18][O:17][CH2:16][CH2:15]2)[C:5]2[S:10][C:9]([CH2:11][NH:12][CH3:13])=[CH:8][C:6]=2[N:7]=1.[C:20]([O:24][C:25]([N:27]1[CH2:32][CH2:31][CH:30]([CH:33]=O)[CH2:29][CH2:28]1)=[O:26])([CH3:23])([CH3:22])[CH3:21]>>[C:20]([O:24][C:25]([N:27]1[CH2:28][CH2:29][CH:30]([CH2:33][N:12]([CH2:11][C:9]2[S:10][C:5]3[C:4]([N:14]4[CH2:15][CH2:16][O:17][CH2:18][CH2:19]4)=[N:3][C:2]([Cl:1])=[N:7][C:6]=3[CH:8]=2)[CH3:13])[CH2:31][CH2:32]1)=[O:26])([CH3:21])([CH3:22])[CH3:23]. Procedure details: Reaction between (2-chloro-4-morpholin-4-yl-thieno[3,2-d]pyrimidin-6-ylmethyl)-methyl-amine (described above) and 4-formyl-piperidine-1-carboxylic acid tert-butyl ester using standard reductive amination conditions yielded 4-{[(2-chloro-4-morpholin-4-yl-thieno[3,2-d]pyrimidin-6-ylmethyl)-methyl-amino]-methyl}-piperidine-1-carboxylic acid tert-butyl ester, which was reacted with 2-aminopyrimidine-5-boronic acid in General Procedure A, followed by treatment with HCl to cleave the BOC group to yiel...